Dataset: the Open Reaction Database (ORD), a public repository of structured organic reaction records. Task: describe an organic reaction: reactants, conditions, products, and yield The reactants are NC(=O)CC12CCN(CC1)C2 (4(Aminocarbonylmethyl)-1-azabicyclo[2.2.1]heptane), C1(OC=CO1)=O (vinylene carbonate), C([O-])([O-])=O.[K+].[K+] (potassium carbonate). The solvent is polyphosphoric acid. Run at temperature 120 celsius. The product is C(C(=O)O)(=O)O.O1C(=NC=C1)CC12CCN(CC1)C2 (4-[(1,3-Oxazol-2-yl)methyl]-1-azabicyclo[2.2.1]heptane oxalate salt). The yield is 7.0%. Reaction SMILES: [NH2:1][C:2]([CH2:4][C:5]12[CH2:11][N:8]([CH2:9][CH2:10]1)[CH2:7][CH2:6]2)=[O:3].[C:12]1(=O)[O:16][CH:15]=[CH:14][O:13]1.[C:18](=[O:21])([O-:20])[O-].[K+].[K+]>>[C:12]([OH:16])(=[O:13])[C:18]([OH:20])=[O:21].[O:3]1[CH:15]=[CH:14][N:1]=[C:2]1[CH2:4][C:5]12[CH2:11][N:8]([CH2:7][CH2:6]1)[CH2:9][CH2:10]2 |f:2.3.4,5.6|. Procedure: 4(Aminocarbonylmethyl)-1-azabicyclo[2.2.1]heptane (D27) (350mg, 0.00227 mole) in polyphosphoric acid (15g) was treated with vinylene carbonate (292mg, 0.0034 mole) with continuous stirring and the solution heated on an oil bath at 120° C. for 1.5h. The reaction was then allowed to cool and poured into aqueous saturated potassium carbonate solution. The product was recovered by extraction into chloroform. The organic phase was separated, dried over sodium sulphate and concentrated in vacuo to a g... Starting materials: COC(COC1=CC(=C(C(=C1)C)C1=NC2=C(N1)C=C(C=C2)C(=O)NNC(C2=CC=C(C=C2)Cl)=O)C)=O ((4-{6-[N′-(4-Chloro-benzoyl)-hydrazinocarbonyl]-1H-benzoimidazol-2-yl}-3,5-dimethyl-phenoxy)-acetic acid methyl ester), CC[N+](CC)(CC)S(=O)(=O)N=C([O-])OC (burgess reagent). Solvent: C1CCOC1 (THF). Reaction conditions: time 20 minute. Yields the product COC(COC1=CC(=C(C(=C1)C)C1=NC2=C(N1)C=C(C=C2)C=2OC(=NN2)C2=CC=C(C=C2)Cl)C)=O ((4-{6-[5-(4-Chloro-phenyl)-[1,3,4]oxadiazol-2-yl]-1H-benzoimidazol-2-yl}-3,5-dimethyl-phenoxy)-acetic acid methyl ester). Reaction SMILES: [CH3:1][O:2][C:3](=[O:36])[CH2:4][O:5][C:6]1[CH:11]=[C:10]([CH3:12])[C:9]([C:13]2[NH:17][C:16]3[CH:18]=[C:19]([C:22]([NH:24][NH:25][C:26](=O)[C:27]4[CH:32]=[CH:31][C:30]([Cl:33])=[CH:29][CH:28]=4)=[O:23])[CH:20]=[CH:21][C:15]=3[N:14]=2)=[C:8]([CH3:35])[CH:7]=1.CC[N+](S(N=C(OC)[O-])(=O)=O)(CC)CC>C1COCC1>[CH3:1][O:2][C:3](=[O:36])[CH2:4][O:5][C:6]1[CH:11]=[C:10]([CH3:12])[C:9]([C:13]2[NH:17][C:16]3[CH:18]=[C:19]([C:22]4[O:23][C:26]([C:27]5[CH:28]=[CH:29][C:30]([Cl:33])=[CH:31][CH:32]=5)=[N:25][N:24]=4)[CH:20]=[CH:21][C:15]=3[N:14]=2)=[C:8]([CH3:35])[CH:7]=1. Procedure: To a 5 mL microwave vial was added 0.2010 g (0.369 mmol) of (4-{6-[N′-(4-Chloro-benzoyl)-hydrazinocarbonyl]-1H-benzoimidazol-2-yl}-3,5-dimethyl-phenoxy)-acetic acid methyl ester, 5 mL of THF, and 0.1890 g (0.793 mmol) of burgess reagent. The suspension was placed in the microwave at 150° C. for 20 min. The brownish solution was concentrated and the residue was purified by silica gel (ACN/DCM, 1:9 to 5:5) to give the title compound. 1H NMR (400 MHz, DMSO-d6) δ ppm 2.10 (s, 6H) 3.72 (s, 4H) 4.86 (... The reactants are CCO, Cl, NCC(=O)CCC(=O)O, O, O=P(O)(O)O. The product is NCC(=O)CCC(=O)O, O=P(O)(O)O. As a reaction SMILES: [CH3:16][CH2:17][OH:18].[ClH:1].[NH2:2][CH2:3][C:4]([CH2:5][CH2:6][C:7](=[O:8])[OH:9])=[O:10].[OH2:19].[P:11]([OH:12])([OH:13])([OH:14])=[O:15]>>[NH2:2][CH2:3][C:4]([CH2:5][CH2:6][C:7](=[O:8])[OH:9])=[O:10].[P:11](=[O:12])([OH:13])([OH:14])[OH:15].